describe an organic reaction: reactants, conditions, products, and yield From a dataset of the Open Reaction Database (ORD), a public repository of structured organic reaction records. The product is CC1(C2CC3C(C(=O)C2=C(C4=C1C=CC=C4O)O)C(=O)C(=C(C3N(C)C)O)C(=O)N)O (12a-deoxytetracycline). Reagents/catalysts: [Zn] (zinc). Isolated yield 20.7%. RXN SMILES: [CH3:1][C@:2]1([OH:32])[C@@H:16]2[C:11](=[C:12]([OH:30])[C@:13]3(O)[C:20](=[O:21])[C:19]([C:22]([NH2:24])=[O:23])=[C:18]([OH:25])[C@@H:17]([N:26]([CH3:28])[CH3:27])[C@@H:14]3[CH2:15]2)[C:9](=[O:10])[C:8]2[C:7]([OH:31])=[CH:6][CH:5]=[CH:4][C:3]1=2>N.[Zn]>[CH3:1][C:2]1([OH:32])[C:3]2[CH:4]=[CH:5][CH:6]=[C:7]([OH:31])[C:8]=2[C:9]([OH:10])=[C:11]2[CH:16]1[CH2:15][CH:14]1[CH:17]([N:26]([CH3:28])[CH3:27])[C:18]([OH:25])=[C:19]([C:22]([NH2:24])=[O:23])[C:20](=[O:21])[CH:13]1[C:12]2=[O:30]. Starting materials: C[C@]1(C=2C=CC=C(C2C(=O)C3=C([C@]4([C@@H](C[C@@H]31)[C@@H](C(=C(C4=O)C(=O)N)O)N(C)C)O)O)O)O (tetracycline), ( 2 ). Reported procedure: A solution was prepared by dissolving 2 g of tetracycline in 50 ml of a 15% aqueous ammonia solution. To the resulting solution 4 g of zinc dust was added and the mixture was vigorously stirred. After being stirred for two (2) hours, the reaction mixture was filtered to remove excess zinc dust. The filtrate was neutralized with concentrated hydrochloric acid under ice-cooling. The precipitated solid was collected by filtration and then mixed with 450 ml of water. The mixture was adjusted to a pH... Run in N (ammonia).